This data is from the Open Reaction Database (ORD), a public repository of structured organic reaction records. The task is: describe an organic reaction: reactants, conditions, products, and yield The reactants are CC1=CC=CC2=C1N=C(S2)N (4-methyl-1,3-benzothiazol-2-amine), C(#N)COC=1C(=C(C(=CC1)F)C(=O)N)F (3-(cyanomethoxy)-2,6-difluorobenzene carboxamide). The product is FC1=C(C(=CC=C1OCC=1SC2=C(N1)C(=CC=C2)C)F)C(=O)N (2,6-Difluoro-3-[(4-methyl-1,3-benzothiazol-2-yl)methoxy]benzenecarboxamide). The yield is 36.0%. As a reaction SMILES: [CH3:1][C:2]1[C:7]2[N:8]=[C:9](N)[S:10][C:6]=2[CH:5]=[CH:4][CH:3]=1.C([CH2:14][O:15][C:16]1[C:17]([F:26])=[C:18]([C:23]([NH2:25])=[O:24])[C:19]([F:22])=[CH:20][CH:21]=1)#N>>[F:26][C:17]1[C:16]([O:15][CH2:14][C:9]2[S:10][C:6]3[CH:5]=[CH:4][CH:3]=[C:2]([CH3:1])[C:7]=3[N:8]=2)=[CH:21][CH:20]=[C:19]([F:22])[C:18]=1[C:23]([NH2:25])=[O:24]. Procedure: Synthesised from 4-methyl-1,3-benzothiazol-2-amine and 3-(cyanomethoxy)-2,6-difluorobenzene carboxamide, according to Method K, scheme 26. Yield 36% (second step), mp 201-202° C., HPLC-MS (method 1): m/z 335 [M+H]+, Rt=3.79 min. Starting materials: CC(C)(C)OC(=O)N1CCCC1COc1ccc(O)cc1, Clc1nc2ccccc2s1. The product is CC(C)(C)OC(=O)N1CCCC1COc1ccc(Oc2nc3ccccc3s2)cc1. Reaction SMILES: [C:1]([CH3:2])([CH3:3])([CH3:4])[O:5][C:6](=[O:7])[N:8]1[CH:9]([CH2:13][O:14][c:15]2[cH:16][cH:17][c:18]([OH:21])[cH:19][cH:20]2)[CH2:10][CH2:11][CH2:12]1.[Cl:22][c:23]1[s:24][c:25]2[c:26]([n:27]1)[cH:28][cH:29][cH:30][cH:31]2>>[C:1]([CH3:2])([CH3:3])([CH3:4])[O:5][C:6](=[O:7])[N:8]1[CH:9]([CH2:13][O:14][c:15]2[cH:16][cH:17][c:18]([O:21][c:23]3[s:24][c:25]4[c:26]([n:27]3)[cH:28][cH:29][cH:30][cH:31]4)[cH:19][cH:20]2)[CH2:10][CH2:11][CH2:12]1. The reactants are ClC1=CC=C(COC2=CC(N(C=C2)C=2C=CC3=C(N(C(=N3)C3C(C3)C(C)(C)O)C)C2)=O)C=C1 ((1RS,2SR)-4-((4-Chlorobenzyl)oxy)-1-(2-(2-(2-hydroxypropan-2-yl)cyclopropyl)-1-methyl-1H-benzimidazol-6-yl)pyridin-2(1H)-one), C(=O)=O.CCO.CC#N (CO2 EtOH CH3CN). The product is ClC1=CC=C(COC2=CC(N(C=C2)C=2C=CC3=C(N(C(=N3)[C@H]3[C@H](C3)C(C)(C)O)C)C2)=O)C=C1 (4-((4-Chlorobenzyl)oxy)-1-(2-((1R*,2S*)-2-(2-hydroxypropan-2-yl)cyclopropyl)-1-methyl-1H-benzimidazol-6-yl)pyridin-2(1H)-one). The yield is 32.5%. Reaction SMILES: [Cl:1][C:2]1[CH:33]=[CH:32][C:5]([CH2:6][O:7][C:8]2[CH:13]=[CH:12][N:11]([C:14]3[CH:15]=[CH:16][C:17]4[N:21]=[C:20]([CH:22]5[CH2:24][CH:23]5[C:25]([OH:28])([CH3:27])[CH3:26])[N:19]([CH3:29])[C:18]=4[CH:30]=3)[C:10](=[O:31])[CH:9]=2)=[CH:4][CH:3]=1.C(=O)=O.CCO.CC#N>>[Cl:1][C:2]1[CH:33]=[CH:32][C:5]([CH2:6][O:7][C:8]2[CH:13]=[CH:12][N:11]([C:14]3[CH:15]=[CH:16][C:17]4[N:21]=[C:20]([C@@H:22]5[CH2:24][C@@H:23]5[C:25]([OH:28])([CH3:27])[CH3:26])[N:19]([CH3:29])[C:18]=4[CH:30]=3)[C:10](=[O:31])[CH:9]=2)=[CH:4][CH:3]=1 |f:1.2.3|. Reported procedure: (1RS,2SR)-4-((4-Chlorobenzyl)oxy)-1-(2-(2-(2-hydroxypropan-2-yl)cyclopropyl)-1-methyl-1H-benzimidazol-6-yl)pyridin-2(1H)-one (0.830 g) was resolved by a preparative SFC (CHIRALPAK AYH, CO2/EtOH/CH3CN=600/200/200) to give a white solid (355 mg, >99% ee). This solid was recrystallized from IPA to give the title compound (270 mg) as a white solid.